The task is: describe an organic reaction: reactants, conditions, products, and yield. This data is from the Open Reaction Database (ORD), a public repository of structured organic reaction records. Starting materials: O (water), NC1=C(CNC(CC)(O)C2=CC=CC=C2)C=CC=C1 (N-2-amino-benzyl-1-phenyl-2-methyl-amino-1-ethanol), N1=CC=CC=C1 (pyridine), whereupon, ClC(=O)OCC (ethyl chloroformate). Run in CCOCC (ether). Yields the product C(C)OC(=O)NC1=C(CNC(CC)(O)C2=CC=CC=C2)C=CC=C1 (N-[2-ethoxycarbonylamino-benzyl]-1-phenyl-2-methyl-amino-1-ethanol). Reaction SMILES: [NH2:1][C:2]1[CH:19]=[CH:18][CH:17]=[CH:16][C:3]=1[CH2:4][NH:5][C:6]([C:10]1[CH:15]=[CH:14][CH:13]=[CH:12][CH:11]=1)([OH:9])[CH2:7][CH3:8].N1C=CC=CC=1.Cl[C:27]([O:29][CH2:30][CH3:31])=[O:28].O>CCOCC>[CH2:30]([O:29][C:27]([NH:1][C:2]1[CH:19]=[CH:18][CH:17]=[CH:16][C:3]=1[CH2:4][NH:5][C:6]([C:10]1[CH:11]=[CH:12][CH:13]=[CH:14][CH:15]=1)([OH:9])[CH2:7][CH3:8])=[O:28])[CH3:31]. Procedure details: 2.6 g (0.01 mole) of N-2-amino-benzyl-1-phenyl-2-methyl-amino-1-ethanol are dissolved in 30 ml of ether. To the solution 0.79 g (0.01 mole) of anhydrous pyridine are added, whereupon 1.3 g (0.012 mole) of ethyl chloroformate are added under vigorous stirring and cooling and the reaction is carried out at 15° C. The reaction mixture which contains a white precipitate is stirred at room temperature for 330 minutes, poured into 30 ml of icecold water, the aqueous phase is extracted three times with... The reactants are CCOCC (Et2O), NC1=C(C=CC(N1C1=CC=C(C=C1)CC(=O)NC(C)(C(=O)OC(C)(C)C)C)=O)C(C1=C(C=C(C=C1)F)F)=O (1—tert-Butyl N-({4-[6-amino-5-(2,4-difluorobenzoyl)-2-oxopyridin-1(2H)-yl]phenyl}acetyl)-2-methylalaninate), C(=O)(C(F)(F)F)O (TFA). Run in C(Cl)Cl (DCM). Reaction conditions: time 5 hour. Yields the product NC1=C(C=CC(N1C1=CC=C(C=C1)CC(=O)NC(C)(C(=O)O)C)=O)C(C1=C(C=C(C=C1)F)F)=O (2—N-({4-[6-amino-5-(2,4-difluorobenzoyl)-2-oxopyridin-1(2H)-yl]phenyl}acetyl)-2-methylalanine). Isolated yield 94.2%. As a reaction SMILES: [NH2:1][C:2]1[N:7]([C:8]2[CH:13]=[CH:12][C:11]([CH2:14][C:15]([NH:17][C:18]([CH3:27])([C:20]([O:22]C(C)(C)C)=[O:21])[CH3:19])=[O:16])=[CH:10][CH:9]=2)[C:6](=[O:28])[CH:5]=[CH:4][C:3]=1[C:29](=[O:38])[C:30]1[CH:35]=[CH:34][C:33]([F:36])=[CH:32][C:31]=1[F:37].C(O)(C(F)(F)F)=O.CCOCC>C(Cl)Cl>[NH2:1][C:2]1[N:7]([C:8]2[CH:13]=[CH:12][C:11]([CH2:14][C:15]([NH:17][C:18]([CH3:19])([C:20]([OH:22])=[O:21])[CH3:27])=[O:16])=[CH:10][CH:9]=2)[C:6](=[O:28])[CH:5]=[CH:4][C:3]=1[C:29](=[O:38])[C:30]1[CH:35]=[CH:34][C:33]([F:36])=[CH:32][C:31]=1[F:37]. Procedure details: To a solution of Intermediate 16 (0.05 g, 0.095 mmol) in DCM (2 ml) was added TFA (1 ml). The reaction mixture was stirred at RT for 5 hours and then concentrated under reduced pressure to leave a yellow oil. Trituration with Et2O afforded the title compound as an off-white solid (42 mg, 94%). The reactants are OC=1C(=C2CCC(OC2=C(C1C)C)(C)OC)C ((±)-6-hydroxy-2-methoxy-2,5,7,8-tetramethylchroman), C(C1=CC=CC=C1)Cl (benzyl chloride), C([O-])([O-])=O.[K+].[K+] (potassium carbonate), CS(=O)C (dimethylsulfoxide). Solvent: O (water). The product is C(C1=CC=CC=C1)OC=1C(=C2CCC(OC2=C(C1C)C)(C)OC)C ((±)-6-benzyloxy-2-methoxy-2,5,7,8-tetramethylchroman). RXN SMILES: [OH:1][C:2]1[C:3]([CH3:17])=[C:4]2[C:9](=[C:10]([CH3:13])[C:11]=1[CH3:12])[O:8][C:7]([O:15][CH3:16])([CH3:14])[CH2:6][CH2:5]2.C(=O)([O-])[O-].[K+].[K+].CS(C)=O.[CH2:28](Cl)[C:29]1[CH:34]=[CH:33][CH:32]=[CH:31][CH:30]=1>O>[CH2:28]([O:1][C:2]1[C:3]([CH3:17])=[C:4]2[C:9](=[C:10]([CH3:13])[C:11]=1[CH3:12])[O:8][C:7]([O:15][CH3:16])([CH3:14])[CH2:6][CH2:5]2)[C:29]1[CH:34]=[CH:33][CH:32]=[CH:31][CH:30]=1 |f:1.2.3|. Procedure: A mixture of 70.8 g. of (±)-6-hydroxy-2-methoxy-2,5,7,8-tetramethylchroman, 90.9 g. of anhydrous potassium carbonate, 300 ml. of dimethylsulfoxide and 69 ml. of benzyl chloride was stirred at 23° under N2 for 24 hours. The suspension was poured into water and extracted with ether. The ether solutions were washed with brine, dried over sodium sulfate and stripped of solvent to give (±)-6-benzyloxy-2-methoxy-2,5,7,8-tetramethylchroman as an oil which solidified to a light yellow mass, m.p. 70°-72.... Reactants: BrC=1C(=C(C=CC1)C=1OC2=C(C(=CC(=C2C(C1)=O)OC)OC)[C@H]1[C@@H](N(CC1)C)CO)Cl ((+)-trans-2-(3-Bromo-2-chloro-phenyl)-8-(2-hydroxymethyl-1-methyl-pyrrolidin-3-yl)-5,7-dimethoxy-chromen-4-one), Cl.N1=CC=CC=C1 (pyridine hydrochloride), C(=O)([O-])[O-].[Na+].[Na+] (Na2CO3). Run in CO (methanol). Conditions: temperature 180 celsius. The product is BrC=1C(=C(C=CC1)C=1OC2=C(C(=CC(=C2C(C1)=O)O)O)[C@H]1[C@@H](N(CC1)C)CO)Cl ((+)-trans-2-(3-Bromo-2-chloro-phenyl)-5,7-dihydroxy-8-(2-hydroxymethyl-1-methyl-pyrrolidin-3-yl)-chromen-4-one). Reaction SMILES: [Br:1][C:2]1[C:3]([Cl:31])=[C:4]([C:8]2[O:9][C:10]3[C:15]([C:16](=[O:18])[CH:17]=2)=[C:14]([O:19]C)[CH:13]=[C:12]([O:21]C)[C:11]=3[C@@H:23]2[CH2:27][CH2:26][N:25]([CH3:28])[C@H:24]2[CH2:29][OH:30])[CH:5]=[CH:6][CH:7]=1.Cl.N1C=CC=CC=1.C([O-])([O-])=O.[Na+].[Na+]>CO>[Br:1][C:2]1[C:3]([Cl:31])=[C:4]([C:8]2[O:9][C:10]3[C:15]([C:16](=[O:18])[CH:17]=2)=[C:14]([OH:19])[CH:13]=[C:12]([OH:21])[C:11]=3[C@@H:23]2[CH2:27][CH2:26][N:25]([CH3:28])[C@H:24]2[CH2:29][OH:30])[CH:5]=[CH:6][CH:7]=1 |f:1.2,3.4.5|. Reported procedure: A mixture of compound of example 28 (0.280 g, 0.550 mmol) and pyridine hydrochloride (0.780 g, 6.74 mmol) was heated at 180° C. for a period of 2.5 hours. The reaction mixture was diluted with methanol (60 mL) and basified with solid Na2CO3 to pH 10. The reaction mixture was filtered, and washed with methanol. The organic layer was concentrated and the residue purified by column chromatography using 0.01% ammonia and 4.5% methanol in chloroform as eluent to afford the title compound. Reactants: NC=1C(=NON1)C=1N(C2=C(C=NC=C2CNC2CCNCC2)N1)CC ([2-(4-Amino-furazan-3-yl)-1-ethyl-1H-imidazo[4,5-c]pyridin-7-ylmethyl]-piperidin-4-yl-amine), C(C)(C)(C)OC(=O)N1CCC(CC1)N (4-Amino-piperidine-1-carboxylic acid tert-butyl ester). Product: C(C)(C)(C)OC(=O)N1CCC(CC1)NCC=1C2=C(C=NC1)N=C(N2CC)C2=NON=C2N (4-{[2-(4-Amino-furazan-3-yl)-1-ethyl-1H-imidazo[4,5-c]pyridin-7-ylmethyl]-amino}-piperidine-1-carboxylic acid tert-butyl ester). Reaction SMILES: [NH2:1][C:2]1[C:3]([C:7]2[N:8]([CH2:24][CH3:25])[C:9]3[C:14]([CH2:15][NH:16][CH:17]4[CH2:22][CH2:21][NH:20][CH2:19][CH2:18]4)=[CH:13][N:12]=[CH:11][C:10]=3[N:23]=2)=[N:4][O:5][N:6]=1.[C:26]([O:30][C:31](N1CCC(N)CC1)=[O:32])([CH3:29])([CH3:28])[CH3:27]>>[C:26]([O:30][C:31]([N:20]1[CH2:21][CH2:22][CH:17]([NH:16][CH2:15][C:14]2[C:9]3[N:8]([CH2:24][CH3:25])[C:7]([C:3]4[C:2]([NH2:1])=[N:6][O:5][N:4]=4)=[N:23][C:10]=3[CH:11]=[N:12][CH:13]=2)[CH2:18][CH2:19]1)=[O:32])([CH3:29])([CH3:28])[CH3:27]. Procedure: The title compound was prepared from the product of Step 1 and 4-Amino-piperidine-1-carboxylic acid tert-butyl ester according to the general method of Example 149; MS (ES+) m/e 443 [M+H]+. Reactants: C(#N)C1=CC(=C(C=C1F)C=1C=NN(C1O)C1=NC=C(C(=O)O)C=C1)C (6-(4-(4-cyano-5-fluoro-2-methylphenyl)-5-hydroxy-1H-pyrazol-1-yl)nicotinic acid), Cl.Cl.C(C)N1C[C@@H](NCC1)C ((S)-1-ethyl-3-methylpiperazine dihydrochloride), C(C)N(C(C)C)C(C)C (N-ethyl-N-isopropylpropan-2-amine), N1(N=NC2=C1C=CC=C2)O (1H-benzo[d][1,2,3]triazol-1-ol), Cl.C(C)N=C=NCCCN(C)C (N1-((ethylimino)methylene)-N3,N3-dimethylpropane-1,3-diamine hydrochloride), Cl (HCl). Run in CN(C)C=O (DMF), O.C(C)O (water ethanol). Conditions: time 5 minute. The product is C(C)N1C[C@@H](N(CC1)C(=O)C=1C=CC(=NC1)N1N=CC(=C1O)C1=CC(=C(C#N)C=C1C)F)C ((S)-4-(1-(5-(4-ethyl-2-methylpiperazine-1-carbonyl)pyridin-2-yl)-5-hydroxy-1H-pyrazol-4-yl)-2-fluoro-5-methylbenzonitrile). Yield: 43.6%. As a reaction SMILES: [C:1]([C:3]1[C:8]([F:9])=[CH:7][C:6]([C:10]2[CH:11]=[N:12][N:13]([C:16]3[CH:24]=[CH:23][C:19]([C:20]([OH:22])=O)=[CH:18][N:17]=3)[C:14]=2[OH:15])=[C:5]([CH3:25])[CH:4]=1)#[N:2].N1(O)C2C=CC=CC=2N=N1.Cl.C(N=C=NCCCN(C)C)C.C(N(C(C)C)C(C)C)C.Cl.Cl.[CH2:59]([N:61]1[CH2:66][CH2:65][NH:64][C@@H:63]([CH3:67])[CH2:62]1)[CH3:60].Cl>O.C(O)C.CN(C=O)C>[CH2:59]([N:61]1[CH2:66][CH2:65][N:64]([C:20]([C:19]2[CH:23]=[CH:24][C:16]([N:13]3[C:14]([OH:15])=[C:10]([C:6]4[C:5]([CH3:25])=[CH:4][C:3]([C:1]#[N:2])=[C:8]([F:9])[CH:7]=4)[CH:11]=[N:12]3)=[N:17][CH:18]=2)=[O:22])[C@@H:63]([CH3:67])[CH2:62]1)[CH3:60] |f:2.3,5.6.7,9.10|. Procedure: Combined 6-(4-(4-cyano-5-fluoro-2-methylphenyl)-5-hydroxy-1H-pyrazol-1-yl)nicotinic acid (100 mg, 0.296 mmol), 1H-benzo[d][1,2,3]triazol-1-ol (47.9 mg, 0.355 mmol), N1-((ethylimino)methylene)-N3,N3-dimethylpropane-1,3-diamine hydrochloride (68.0 mg, 0.355 mmol), DMF (Volume: 591 μl), and N-ethyl-N-isopropylpropan-2-amine (258 μl, 1.478 mmol). The orange solution was stirred at ambient temperature for 5 minutes then (S)-1-ethyl-3-methylpiperazine dihydrochloride (65.4 mg, 0.325 mmol) was added an... Starting materials: NC(C=1C=C(SC1C)C(=S)OC)=S (methyl 4-(aminothioxomethyl)-5-methylthiothiophene-2-carboxylate), BrCC(=O)C1=C(C=CC=C1)C (2-bromo-2′-methyl acetophenone). Product: CC1=C(C=CC=C1)C=1N=C(SC1)C=1C=C(SC1C)C(=S)OC (methyl 4-[4-(2-methylphenyl)(1,3-thiazol-2-yl)]-5-methylthiothiophene-2-carboxylate). Isolated yield 55.5%. Reaction SMILES: [NH2:1][C:2](=[S:13])[C:3]1[CH:4]=[C:5]([C:9]([O:11][CH3:12])=[S:10])[S:6][C:7]=1[CH3:8].Br[CH2:15][C:16]([C:18]1[CH:23]=[CH:22][CH:21]=[CH:20][C:19]=1[CH3:24])=O>>[CH3:24][C:19]1[CH:20]=[CH:21][CH:22]=[CH:23][C:18]=1[C:16]1[N:1]=[C:2]([C:3]2[CH:4]=[C:5]([C:9]([O:11][CH3:12])=[S:10])[S:6][C:7]=2[CH3:8])[S:13][CH:15]=1. Procedure details: 160 mg (0.647 mmol) of methyl 4-(aminothioxomethyl)-5-methylthiothiophene-2-carboxylate (Maybridge Chemical Co. LTD., Cornwall, U.K.) was reacted with 2-bromo-2′-methyl acetophenone (0.711 mmol, 152 mg) in a manner similar to Example 22, step (a) to afford 124 mg (53% yield) of methyl 4-[4-(2-methylphenyl)(1,3-thiazol-2-yl)]-5-methylthiothiophene-2-carboxylate. Reactants: Cl (hydrogen chloride), C[C@@H]1[C@@H](CN(CC1)C(=O)OC(C)(C)C)C(=O)N1CCCC1 (cis-tert-butyl 4-methyl-3-(pyrrolidine-1-carbonyl)piperidine-1-carboxylate). Solvent: CCOCC (ether). Run at time 2 hour. The product is C[C@@H]1[C@@H](CNCC1)C(=O)N1CCCC1 (cis-(4-methylpiperidin-3-yl)(pyrrolidin-1-yl)methanone). The yield is 98.6%. As a reaction SMILES: Cl.[CH3:2][C@H:3]1[CH2:8][CH2:7][N:6](C(OC(C)(C)C)=O)[CH2:5][C@H:4]1[C:16]([N:18]1[CH2:22][CH2:21][CH2:20][CH2:19]1)=[O:17]>CCOCC>[CH3:2][C@H:3]1[CH2:8][CH2:7][NH:6][CH2:5][C@H:4]1[C:16]([N:18]1[CH2:22][CH2:21][CH2:20][CH2:19]1)=[O:17]. Procedure details: Saturated ethereal hydrogen chloride (40 mL) was added to a solution of cis-tert-butyl 4-methyl-3-(pyrrolidine-1-carbonyl)piperidine-1-carboxylate (2.6 g, 8.78 mmol) in ether (20 mL) at 0° C. The reaction mixture was stirred at room temperature for 2 h. The solvent was removed under reduced pressure to afford cis-(4-methylpiperidin-3-yl)(pyrrolidin-1-yl)methanone (1.7 g). The reactants are CN(C(=O)OC(C)(C)C)C(COCc1ccccc1)COCC1COC(C)(C)O1, CO, [H][H]. Yields the product CN(C(=O)OC(C)(C)C)C(CO)COCC1COC(C)(C)O1. As a reaction SMILES: [C:1]([CH3:2])([CH3:3])([CH3:4])[O:5][C:6]([N:7]([CH3:8])[CH:9]([CH2:10][O:11][CH2:12][c:13]1[cH:14][cH:15][cH:16][cH:17][cH:18]1)[CH2:19][O:20][CH2:21][CH:22]1[O:23][C:24]([CH3:27])([CH3:28])[O:25][CH2:26]1)=[O:29].[CH3:32][OH:33].[H:30][H:31]>>[C:1]([CH3:2])([CH3:3])([CH3:4])[O:5][C:6]([N:7]([CH3:8])[CH:9]([CH2:10][OH:11])[CH2:19][O:20][CH2:21][CH:22]1[O:23][C:24]([CH3:27])([CH3:28])[O:25][CH2:26]1)=[O:29].